From a dataset of the Open Reaction Database (ORD), a public repository of structured organic reaction records. describe an organic reaction: reactants, conditions, products, and yield The reactants are COC1=C(C(=C(N)C(=C1F)F)N1C(C=2C(C1=O)=CC=CC2)=O)F (4-Methoxy-2-phthalimido-3,5,6-trifluoroaniline), N(=O)OCCC(C)C (isoamyl nitrite). The solvent is CN(C=O)C (dimethylformamide), CN(C=O)C (dimethylformamide). Reaction conditions: time 1 hour. Yields the product COC=1C(=C(C=C(C1F)F)N1C(C=2C(C1=O)=CC=CC2)=O)F (N-(3-Methoxy-2,4,5-trifluorophenyl)-phthalimide). Isolated yield 78.8%. Reaction SMILES: [CH3:1][O:2][C:3]1[C:9]([F:10])=[C:8]([F:11])[C:6](N)=[C:5]([N:12]2[C:16](=[O:17])[C:15]3=[CH:18][CH:19]=[CH:20][CH:21]=[C:14]3[C:13]2=[O:22])[C:4]=1[F:23].N(OCCC(C)C)=O>CN(C)C=O>[CH3:1][O:2][C:3]1[C:4]([F:23])=[C:5]([N:12]2[C:16](=[O:17])[C:15]3=[CH:18][CH:19]=[CH:20][CH:21]=[C:14]3[C:13]2=[O:22])[CH:6]=[C:8]([F:11])[C:9]=1[F:10]. Procedure: A solution of 2.90 g (0.009 mole) of 4-methoxy-2-phthalimido-3,5,6-trifluoroaniline (XXXV) [prepared as described in Step (F2) above] in 18 ml of dimethylformamide was added dropwise, whilst stirring at 60°-65° C., to a solution of 1.66 g (0.0144 mole) of isoamyl nitrite in 9 ml of dimethylformamide. After the addition was complete, the reaction mixture was stirred at the same temperature for 1 hour, and then the solvent was removed by evaporation under reduced pressure. The residue was subjecte...